From a dataset of the Open Reaction Database (ORD), a public repository of structured organic reaction records. describe an organic reaction: reactants, conditions, products, and yield Reactants: CC(=O)OC1CCOC(=O)CC1, N. The product is O=C1CCC(CCO)N1. As a reaction SMILES: [C:1]([O:2][CH:5]1[CH2:6][CH2:7][C:8](=[O:9])[O:10][CH2:11][CH2:12]1)(=[O:3])[CH3:4].[NH3:13]>>[CH:5]1([CH2:12][CH2:11][OH:10])[CH2:6][CH2:7][C:8](=[O:9])[NH:13]1. The reactants are COc1ccccc1, COc1ccc(CN2CC(F)(F)C(=O)N(C)c3cnc(Cl)nc32)cc1, O=C(O)C(F)(F)F. Product: CN1C(=O)C(F)(F)CNc2nc(Cl)ncc21. Reaction SMILES: [CH3:26][O:27][c:28]1[cH:29][cH:30][cH:31][cH:32][cH:33]1.[Cl:1][c:2]1[n:3][cH:4][c:5]2[c:6]([n:25]1)[N:7]([CH2:16][c:17]1[cH:18][cH:19][c:20]([O:21][CH3:22])[cH:23][cH:24]1)[CH2:8][C:9]([F:14])([F:15])[C:10](=[O:13])[N:11]2[CH3:12].[OH:34][C:35]([C:36]([F:37])([F:38])[F:39])=[O:40]>>[Cl:1][c:2]1[n:3][cH:4][c:5]2[c:6]([n:25]1)[NH:7][CH2:8][C:9]([F:14])([F:15])[C:10](=[O:13])[N:11]2[CH3:12]. Starting materials: COC(=O)Cc1ccc(C#Cc2cc(OC)c3c(c2)C(C)(C)CCC3N(C)C2CC2)cc1, CO, [Li+], C1CCOC1, [OH-]. Product: COc1cc(C#Cc2ccc(CC(=O)O)cc2)cc2c1C(N(C)C1CC1)CCC2(C)C. RXN SMILES: [CH3:1][O:2][C:3]([CH2:4][c:5]1[cH:6][cH:7][c:8]([C:11]#[C:12][c:13]2[cH:14][c:15]3[c:20]([c:21]([O:23][CH3:24])[cH:22]2)[CH:19]([N:25]([CH3:26])[CH:27]2[CH2:28][CH2:29]2)[CH2:18][CH2:17][C:16]3([CH3:30])[CH3:31])[cH:9][cH:10]1)=[O:32].[CH3:35][OH:36].[Li+:33].[O:37]1[CH2:38][CH2:39][CH2:40][CH2:41]1.[OH-:34]>>[O:2]=[C:3]([CH2:4][c:5]1[cH:6][cH:7][c:8]([C:11]#[C:12][c:13]2[cH:14][c:15]3[c:20]([c:21]([O:23][CH3:24])[cH:22]2)[CH:19]([N:25]([CH3:26])[CH:27]2[CH2:28][CH2:29]2)[CH2:18][CH2:17][C:16]3([CH3:30])[CH3:31])[cH:9][cH:10]1)[OH:32]. Reactants: O=C([O-])[O-], ClCc1ccc2ccccc2n1, [Cs+], [Cs+], CN(C)C=O, O, NC(=O)c1ccc(O)cc1. Product: NC(=O)c1ccc(OCc2ccc3ccccc3n2)cc1. RXN SMILES: [C:23](=[O:24])([O-:25])[O-:26].[Cl:1][CH2:2][c:3]1[n:4][c:5]2[cH:6][cH:7][cH:8][cH:9][c:10]2[cH:11][cH:12]1.[Cs+:27].[Cs+:28].[O:30]=[CH:31][N:32]([CH3:33])[CH3:34].[OH2:29].[OH:13][c:14]1[cH:15][cH:16][c:17]([C:18](=[O:19])[NH2:20])[cH:21][cH:22]1>>[CH2:2]([c:3]1[n:4][c:5]2[cH:6][cH:7][cH:8][cH:9][c:10]2[cH:11][cH:12]1)[O:13][c:14]1[cH:15][cH:16][c:17]([C:18](=[O:19])[NH2:20])[cH:21][cH:22]1. The reactants are [H-].[Al+3].[Li+].[H-].[H-].[H-] (lithium aluminum hydride), C(CCCCCCCCCCCCC)OC1=CC=C(C=C1)CC(=O)NC=1C=C(C(=O)OCC)C=CC1 (ethyl 3-[[[4-(tetradecyloxy)phenyl]acetyl]amino]benzoate), S(=O)(=O)([O-])[O-].[Na+].[Na+] (sodium sulfate), C(C)(=O)OCC (ethyl acetate). Solvent: CCOCC (ether), CCOCC (ether), O1CCCC1 (tetrahydrofuran), CCOCC (ether). Conditions: temperature 0 celsius. Product: C(CCCCCCCCCCCCC)OC1=CC=C(C=C1)CCNC1=C(C=CC=C1)CO ([2-[4-(Tetradecyloxy)phenyl]ethyl]aminobenzenemethanol). RXN SMILES: [H-].[Al+3].[Li+].[H-].[H-].[H-].[CH2:7]([O:21][C:22]1[CH:27]=[CH:26][C:25]([CH2:28][C:29]([NH:31][C:32]2[CH:33]=[C:34]([CH:40]=[CH:41][CH:42]=2)C(OCC)=O)=O)=[CH:24][CH:23]=1)[CH2:8][CH2:9][CH2:10][CH2:11][CH2:12][CH2:13][CH2:14][CH2:15][CH2:16][CH2:17][CH2:18][CH2:19][CH3:20].[C:43](OCC)(=[O:45])C.S([O-])([O-])(=O)=O.[Na+].[Na+]>CCOCC.O1CCCC1>[CH2:7]([O:21][C:22]1[CH:23]=[CH:24][C:25]([CH2:28][CH2:29][NH:31][C:32]2[CH:42]=[CH:41][CH:40]=[CH:34][C:33]=2[CH2:43][OH:45])=[CH:26][CH:27]=1)[CH2:8][CH2:9][CH2:10][CH2:11][CH2:12][CH2:13][CH2:14][CH2:15][CH2:16][CH2:17][CH2:18][CH2:19][CH3:20] |f:0.1.2.3.4.5,8.9.10|. Procedure: To a solution of 42.36 ml of 1 molar lithium aluminum hydride in ether is added dropwise under argon over 20 minutes a solution of ethyl 3-[[[4-(tetradecyloxy)phenyl]acetyl]amino]benzoate in 50 ml of ether and 50 ml of tetrahydrofuran. The mixture is refluxed for 3 hours, cooled to 0° C. and ethyl acetate added. Saturated sodium sulfate is added followed by ether. The mixture is filtered and the cake washed with ether. The filtrate is evaporated and the residue chromatographed on silica gel usin... Reactants: [H-].[Na+] (sodium hydride), C(C#N)C#N (malonodinitrile), CC=1SC(=NN1)S(=O)(=O)C (2-methyl-5-methylsulphonyl-1,3,4-thiadiazole). The solvent is C1CCOC1 (THF), C1CCOC1 (THF), C1CCOC1 (THF). As a reaction SMILES: [H-].[Na+].[CH2:3]([C:6]#[N:7])[C:4]#[N:5].[CH3:8][C:9]1[S:10][C:11](S(C)(=O)=O)=[N:12][N:13]=1>C1COCC1>[CH3:8][C:9]1[S:10][C:11]([CH:3]([C:6]#[N:7])[C:4]#[N:5])=[N:12][N:13]=1 |f:0.1|. Reaction conditions: temperature 50 celsius, time 15 minute. Yields the product CC1=NN=C(S1)C(C#N)C#N (2-(5-Methyl-1,3,4-thiadiazol-2-yl)-malononitrile). Reported procedure: Under argon, 400 mg (10.0 mmol) of sodium hydride (60% suspension in oil) are suspended at room temperature in 40 ml of THF. A solution of 661 mg (10.0 mmol) of malonodinitrile in 10 ml of THF is added dropwise, and the reaction mixture is stirred for 15 min. A solution of 891 mg (5.0 mmol) of 2-methyl-5-methylsulphonyl-1,3,4-thiadiazole in 10 ml of THF is added dropwise. The reaction mixture is heated to 50° C. and stirred overnight, cooled and concentrated using a rotary evaporator. The residu... Reactants: ClC1=CC=C(N)C=C1 (4-chloroaniline), C(C)C(C(=O)[O-])=O (ethylglyoxalate), COC1=C(C=C)C=CC=C1 (2-methoxystyrene), FC(C(=O)O)(F)F (trifluoroacetic acid). Run in C(C)#N (acetonitrile). The product is C(C)OC(=O)C1NC2=CC=C(C=C2C(C1)C1=C(C=CC=C1)OC)Cl (6-chloro-4-(2-methoxyphenyl)-1,2,3,4-tetrahydroquinoline-2-carboxylic Acid Ethyl Ester). As a reaction SMILES: [Cl:1][C:2]1[CH:8]=[CH:7][C:5]([NH2:6])=[CH:4][CH:3]=1.[CH2:9]([C:11](=O)[C:12]([O-:14])=[O:13])[CH3:10].[CH3:16][O:17][C:18]1[CH:25]=[CH:24][CH:23]=[CH:22][C:19]=1C=C.F[C:27](F)(F)[C:28](O)=O>C(#N)C>[CH2:27]([O:14][C:12]([CH:11]1[CH2:9][CH:10]([C:19]2[CH:22]=[CH:23][CH:24]=[CH:25][C:18]=2[O:17][CH3:16])[C:7]2[C:5](=[CH:4][CH:3]=[C:2]([Cl:1])[CH:8]=2)[NH:6]1)=[O:13])[CH3:28]. Reported procedure: Compound 58 was prepared by the basic process from 5.0 mmol 4-chloroaniline, 5.5 mmol ethylglyoxalate solution (50% toluene), 15.0 mmol 2-methoxystyrene and 5.0 mmol trifluoroacetic acid in 30.0 ml acetonitrile. Reactants: C(C=C)ON1[C@@H]2C(=C[C@H](N(C1=O)C2)CO[Si](C)(C)C(C)(C)C)C ((2S,5R)-6-(allyloxy)-2-((tert-butyldimethylsilyloxy)methyl)-4-methyl-1,6-diazabicyclo[3.2.1]oct-3-en-7-one), C(C=C)ON[C@H]1CN[C@@H](C=C1C(=O)NC)COC ((3R,6S)-3-(allyloxyamino)-6-(methoxymethyl)-N-methyl-1,2,3,6-tetrahydropyridine-4-carboxamide), C(C=C)ON[C@H]1CN[C@@H](C=C1C(=O)NC)COC ((3R,6S)-3-(allyloxyamino)-6-(methoxymethyl)-N-methyl-1,2,3,6-tetrahydropyridine-4-carboxamide). Yields the product C(C=C)ON1[C@@H]2C(=C[C@H](N(C1=O)C2)COC)C(=O)NC ((2S,5R)-6-(allyloxy)-2-(methoxymethyl)-N-methyl-7-oxo-1,6-diazabicyclo[3.2.1]oct-3-ene-4-carboxamide). The yield is 68.0%. RXN SMILES: [CH2:1]([O:4]N1C(=O)N2C[C@H]1C(C)=C[C@H]2CO[Si](C(C)(C)C)(C)C)C=C.[CH2:24]([O:27][NH:28][C@@H:29]1[C:34]([C:35]([NH:37][CH3:38])=[O:36])=[CH:33][C@@H:32]([CH2:39][O:40][CH3:41])[NH:31][CH2:30]1)[CH:25]=[CH2:26]>>[CH2:24]([O:27][N:28]1[C:1](=[O:4])[N:31]2[CH2:30][C@H:29]1[C:34]([C:35]([NH:37][CH3:38])=[O:36])=[CH:33][C@H:32]2[CH2:39][O:40][CH3:41])[CH:25]=[CH2:26]. Procedure: The title compound (0.28 g, 68%) was prepared according to the procedure described for Intermediate 13, starting from (3R,6S)-3-(allyloxyamino)-6-(methoxymethyl)-N-methyl-1,2,3,6-tetrahydropyridine-4-carboxamide (Intermediate 258, 0.52 g) The reactants are C(C)(=O)NC(C(=O)O)=C (α-acetylaminoacrylic acid), NC1=C(C=CC=C1)S (2-aminobenzenethiol). Solvent: C(C)O (ethanol). The product is C(C)(=O)N[C@@H](CSC1=C(C=CC=C1)N)C(=O)O (N-acetyl-S-(2-aminophenyl)cysteine). Yield: 52.5%. As a reaction SMILES: [C:1]([NH:4][C:5](=[CH2:9])[C:6]([OH:8])=[O:7])(=[O:3])[CH3:2].[NH2:10][C:11]1[CH:16]=[CH:15][CH:14]=[CH:13][C:12]=1[SH:17]>C(O)C>[C:1]([NH:4][C@H:5]([C:6]([OH:8])=[O:7])[CH2:9][S:17][C:12]1[CH:13]=[CH:14][CH:15]=[CH:16][C:11]=1[NH2:10])(=[O:3])[CH3:2]. Procedure details: A mixture consisting of 8.6 g of α-acetylaminoacrylic acid, 20 g of 2-aminobenzenethiol and 50 ml of ethanol was heated for an hour. After the ethanol was distilled off, ether was added to the residue so as to cause crystallization. Upon recrystallization from ethanol, there was obtained 8.9 g of the desired product. Its melting point (m.p.) was 143°-144° C. Starting materials: CNCC(O)C(O)C(O)C(O)CO, CN(C)C=O, O=C1C(CCC(O)c2ccc(F)cc2)C(c2ccc(OCCOCCOCCI)cc2)N1c1ccc(F)cc1. Yields the product CN(CCOCCOCCOc1ccc(C2C(CCC(O)c3ccc(F)cc3)C(=O)N2c2ccc(F)cc2)cc1)CC(O)C(O)C(O)C(O)CO. As a reaction SMILES: [CH3:40][NH:41][CH2:42][CH:43]([CH:44]([CH:45]([CH:46]([CH2:47][OH:48])[OH:49])[OH:50])[OH:51])[OH:52].[CH3:53][N:54]([CH3:55])[CH:56]=[O:57].[F:1][c:2]1[cH:3][cH:4][c:5]([N:8]2[C:9](=[O:39])[CH:10]([CH2:28][CH2:29][CH:30]([OH:31])[c:32]3[cH:33][cH:34][c:35]([F:38])[cH:36][cH:37]3)[CH:11]2[c:12]2[cH:13][cH:14][c:15]([O:18][CH2:19][CH2:20][O:21][CH2:22][CH2:23][O:24][CH2:25][CH2:26][I:27])[cH:16][cH:17]2)[cH:6][cH:7]1>>[F:1][c:2]1[cH:3][cH:4][c:5]([N:8]2[C:9](=[O:39])[CH:10]([CH2:28][CH2:29][CH:30]([OH:31])[c:32]3[cH:33][cH:34][c:35]([F:38])[cH:36][cH:37]3)[CH:11]2[c:12]2[cH:13][cH:14][c:15]([O:18][CH2:19][CH2:20][O:21][CH2:22][CH2:23][O:24][CH2:25][CH2:26][N:41]([CH3:40])[CH2:42][CH:43]([CH:44]([CH:45]([CH:46]([CH2:47][OH:48])[OH:49])[OH:50])[OH:51])[OH:52])[cH:16][cH:17]2)[cH:6][cH:7]1.